From a dataset of the Open Reaction Database (ORD), a public repository of structured organic reaction records. describe an organic reaction: reactants, conditions, products, and yield The reactants are [Cl-].[NH4+] (ammonium chloride), C(C1=CC=CC=C1)N1CCC(CC1)(C)NC1=C(C=CC=C1)[N+](=O)[O-] ((1-benzyl-4-methyl-piperidin-4-yl)-(2-nitro-phenyl)-amine). Solvent: O (water), CO (methanol), O1CCCC1 (tetrahydrofuran). Run at temperature 70 celsius. Product: C(C1=CC=CC=C1)N1CCC(CC1)(C)NC=1C(=CC=CC1)N (N-(1-Benzyl-4-methyl-piperidin-4-yl)-benzene-1,2-diamine). Yield: 54.6%. RXN SMILES: [Cl-].[NH4+].[CH2:3]([N:10]1[CH2:15][CH2:14][C:13]([NH:17][C:18]2[CH:23]=[CH:22][CH:21]=[CH:20][C:19]=2[N+:24]([O-])=O)([CH3:16])[CH2:12][CH2:11]1)[C:4]1[CH:9]=[CH:8][CH:7]=[CH:6][CH:5]=1>O.CO.O1CCCC1>[CH2:3]([N:10]1[CH2:11][CH2:12][C:13]([NH:17][C:18]2[C:19]([NH2:24])=[CH:20][CH:21]=[CH:22][CH:23]=2)([CH3:16])[CH2:14][CH2:15]1)[C:4]1[CH:5]=[CH:6][CH:7]=[CH:8][CH:9]=1 |f:0.1|. Procedure: 168 mg ferrum was added to 160 mL ammonium chloride in 5 mL water. A solution of 244 mg (1-benzyl-4-methyl-piperidin-4-yl)-(2-nitro-phenyl)-amine in 5 mL methanol and 5 mL tetrahydrofuran were added and the mixture was stirred at 70° C. under nitrogen. The mixture was filtered over Celite and water was added to the filtrate. The solution was extracted with ethylacetate. The organic layer was evaporated to yield 121 mg of the desired product. Starting materials: CC1=C(C(=CC=C1)C)O (2,6-dimethylphenol), ClC1=NC2=C(C=CC=C2C=C1)C1=CC=2C(NCCC2N1)=O (2-(2-chloroquinolin-8-yl)-6,7-dihydro-1H-pyrrolo[3,2-c]pyridin-4(5H)-one). Conditions: temperature 70 celsius. Product: CC1=C(OC2=NC3=C(C=CC=C3C=C2)C2=CC=3C(NCCC3N2)=O)C(=CC=C1)C (2-(2-(2,6-dimethylphenoxy)quinolin-8-yl)-6,7-dihydro-1H-pyrrolo[3,2-c]pyridin-4(5H)-one). Isolated yield 79.8%. Reaction SMILES: [CH3:1][C:2]1[CH:7]=[CH:6][CH:5]=[C:4]([CH3:8])[C:3]=1[OH:9].Cl[C:11]1[CH:20]=[CH:19][C:18]2[C:13](=[C:14]([C:21]3[NH:29][C:28]4[CH2:27][CH2:26][NH:25][C:24](=[O:30])[C:23]=4[CH:22]=3)[CH:15]=[CH:16][CH:17]=2)[N:12]=1>>[CH3:1][C:2]1[CH:7]=[CH:6][CH:5]=[C:4]([CH3:8])[C:3]=1[O:9][C:11]1[CH:20]=[CH:19][C:18]2[C:13](=[C:14]([C:21]3[NH:29][C:28]4[CH2:27][CH2:26][NH:25][C:24](=[O:30])[C:23]=4[CH:22]=3)[CH:15]=[CH:16][CH:17]=2)[N:12]=1. Reported procedure: Prepared according to Example 103 using 2,6-dimethylphenol (158 mg, 1.293 mmol) and 2-(2-chloroquinolin-8-yl)-6,7-dihydro-1H-pyrrolo[3,2-c]pyridin-4(5H)-one (Example 1; 50.0 mg, 0.168 mmol), heating at 70° C. for 17 h. Chromatographic purification (silica gel, 0-10% MeOH/DCM) furnished 2-(2-(2,6-dimethylphenoxy)quinolin-8-yl)-6,7-dihydro-1H-pyrrolo[3,2-c]pyridin-4(5H)-one (51.4 mg, 0.134 mmol, 80% yield) as a yellow solid: 1H NMR (300 MHz, CDCl3) δ ppm 11.08 (1H, br. s.), 8.21 (1H, d, J=8.8 Hz),... Starting materials: O=C=NC(=O)c1ccccc1, CNC(=O)Nc1nc(C(Cl)(Cl)Cl)ns1, NC(N)=O, c1ccccc1. Yields the product CN(C(=O)NC(=O)c1ccccc1)C(=O)Nc1nc(C(Cl)(Cl)Cl)ns1. RXN SMILES: [C:15]([c:16]1[cH:17][cH:18][cH:19][cH:20][cH:21]1)(=[O:22])[N:23]=[C:24]=[O:25].[CH3:1][NH:2][C:3](=[O:4])[NH:5][c:6]1[n:7][c:8]([C:11]([Cl:12])([Cl:13])[Cl:14])[n:9][s:10]1.[NH2:26][C:27](=[O:28])[NH2:29].[cH:30]1[cH:31][cH:32][cH:33][cH:34][cH:35]1>>[CH3:1][N:2]([C:3](=[O:4])[NH:5][c:6]1[n:7][c:8]([C:11]([Cl:12])([Cl:13])[Cl:14])[n:9][s:10]1)[C:24]([NH:23][C:15]([c:16]1[cH:17][cH:18][cH:19][cH:20][cH:21]1)=[O:22])=[O:25].